From a dataset of the Open Reaction Database (ORD), a public repository of structured organic reaction records. describe an organic reaction: reactants, conditions, products, and yield RXN SMILES: [CH2:1]([c:2]1[cH:3][cH:4][cH:5][cH:6][cH:7]1)[O:8][c:9]1[c:10]2[c:11]([C:18](=[O:19])[CH:20]3[C:21]([CH3:25])([CH3:26])[C:22]3([CH3:23])[CH3:24])[cH:12][nH:13][c:14]2[cH:15][cH:16][cH:17]1.[CH3:27][S:28]([O:29][CH2:32][CH:33]1[CH2:34][CH2:35][O:36][CH2:37][CH2:38]1)(=[O:30])=[O:31].[H-:40].[Na+:39].[O:41]=[CH:42][N:43]([CH3:44])[CH3:45]>>[CH2:1]([c:2]1[cH:3][cH:4][cH:5][cH:6][cH:7]1)[O:8][c:9]1[c:10]2[c:11]([C:18](=[O:19])[CH:20]3[C:21]([CH3:25])([CH3:26])[C:22]3([CH3:23])[CH3:24])[cH:12][n:13]([CH2:32][CH:33]3[CH2:34][CH2:35][O:36][CH2:37][CH2:38]3)[c:14]2[cH:15][cH:16][cH:17]1. The product is CC1(C)C(C(=O)c2cn(CC3CCOCC3)c3cccc(OCc4ccccc4)c23)C1(C)C. Starting materials: CC1(C)C(C(=O)c2c[nH]c3cccc(OCc4ccccc4)c23)C1(C)C, CS(=O)(=O)OCC1CCOCC1, [H-], [Na+], CN(C)C=O. Reactants: CO, Cl, [Na+], [OH-], N#CC1(c2ccccc2Cl)CCN(C(=O)c2cc3c(NCC(O)CO)nc(-c4ccccc4)nc3n2S(=O)(=O)c2ccccc2)CC1. Product: N#CC1(c2ccccc2Cl)CCN(C(=O)c2cc3c(NCC(O)CO)nc(-c4ccccc4)nc3[nH]2)CC1. As a reaction SMILES: [CH3:51][OH:52].[ClH:50].[Na+:49].[OH-:48].[c:1]1([S:2](=[O:3])(=[O:4])[n:10]2[c:11]([C:31](=[O:32])[N:33]3[CH2:34][CH2:35][C:36]([C:39]#[N:40])([c:41]4[c:42]([Cl:47])[cH:43][cH:44][cH:45][cH:46]4)[CH2:37][CH2:38]3)[cH:12][c:13]3[c:14]2[n:15][c:16](-[c:25]2[cH:26][cH:27][cH:28][cH:29][cH:30]2)[n:17][c:18]3[NH:19][CH2:20][CH:21]([CH2:22][OH:23])[OH:24])[cH:5][cH:6][cH:7][cH:8][cH:9]1>>[nH:10]1[c:11]([C:31](=[O:32])[N:33]2[CH2:34][CH2:35][C:36]([C:39]#[N:40])([c:41]3[c:42]([Cl:47])[cH:43][cH:44][cH:45][cH:46]3)[CH2:37][CH2:38]2)[cH:12][c:13]2[c:14]1[n:15][c:16](-[c:25]1[cH:26][cH:27][cH:28][cH:29][cH:30]1)[n:17][c:18]2[NH:19][CH2:20][CH:21]([CH2:22][OH:23])[OH:24]. Starting materials: [Al+3], C1CCOC1, CC(C(=O)N1CCN(Cc2ccccc2)CC1)c1ccccc1F, [H-], [H-], [H-], [H-], [Li+]. Yields the product CC(CN1CCN(Cc2ccccc2)CC1)c1ccccc1F. RXN SMILES: [Al+3:2].[CH2:31]1[O:32][CH2:33][CH2:34][CH2:35]1.[CH2:7]([c:8]1[cH:9][cH:10][cH:11][cH:12][cH:13]1)[N:14]1[CH2:15][CH2:16][N:17]([C:20]([CH:21]([CH3:22])[c:23]2[c:24]([F:29])[cH:25][cH:26][cH:27][cH:28]2)=[O:30])[CH2:18][CH2:19]1.[H-:1].[H-:4].[H-:5].[H-:6].[Li+:3]>>[CH2:7]([c:8]1[cH:9][cH:10][cH:11][cH:12][cH:13]1)[N:14]1[CH2:15][CH2:16][N:17]([CH2:20][CH:21]([CH3:22])[c:23]2[c:24]([F:29])[cH:25][cH:26][cH:27][cH:28]2)[CH2:18][CH2:19]1. Product: CN1CCN(CC1)C1=NC=C(C(=C1)OC(C)C)[N+](=O)[O-] (1-methyl-4-[5-nitro-4-(propan-2-yloxy)pyridin-2-yl]piperazine). As a reaction SMILES: C(=O)([O-])[O-].[K+].[K+].[CH3:7][N:8]1[CH2:13][CH2:12][NH:11][CH2:10][CH2:9]1.Cl[C:15]1[CH:20]=[C:19]([O:21][CH:22]([CH3:24])[CH3:23])[C:18]([N+:25]([O-:27])=[O:26])=[CH:17][N:16]=1.O>CS(C)=O>[CH3:7][N:8]1[CH2:13][CH2:12][N:11]([C:15]2[CH:20]=[C:19]([O:21][CH:22]([CH3:23])[CH3:24])[C:18]([N+:25]([O-:27])=[O:26])=[CH:17][N:16]=2)[CH2:10][CH2:9]1 |f:0.1.2|. Reaction conditions: temperature 105 celsius. The solvent is CS(=O)C (DMSO). The reactants are O (water), C([O-])([O-])=O.[K+].[K+] (potassium carbonate), CN1CCNCC1 (1-methylpiperazine), ClC1=NC=C(C(=C1)OC(C)C)[N+](=O)[O-] (2-chloro-5-nitro-4-(propan-2-yloxy)pyridine). Yield: 92.9%. Reported procedure: 383 mg of potassium carbonate and 185 mg of 1-methylpiperazine are added to a solution of 400 mg of 2-chloro-5-nitro-4-(propan-2-yloxy)pyridine in 3.7 ml of DMSO. The reaction medium is heated for 1 hour at 105° C. After cooling, the mixture is run into water, extracted with ethyl acetate, washed with a saturated sodium chloride solution, dried over magnesium sulfate, filtered and concentrated under reduced pressure. The residue is taken up in diisopropyl ether, and the insoluble material is fil... Starting materials: CNCCc1ccc(OC)c(OC)c1, C=CS(=O)(=O)F, CN(C)C=O. The product is COc1ccc(CCN(C)CCS(=O)(=O)F)cc1OC. RXN SMILES: [CH3:1][O:2][c:3]1[cH:4][c:5]([CH2:6][CH2:7][NH:8][CH3:9])[cH:10][cH:11][c:12]1[O:13][CH3:14].[CH:15](=[CH2:16])[S:17](=[O:18])(=[O:19])[F:20].[O:21]=[CH:22][N:23]([CH3:24])[CH3:25]>>[CH3:1][O:2][c:3]1[cH:4][c:5]([CH2:6][CH2:7][N:8]([CH3:9])[CH2:16][CH2:15][S:17](=[O:18])(=[O:19])[F:20])[cH:10][cH:11][c:12]1[O:13][CH3:14].